Dataset: the Open Reaction Database (ORD), a public repository of structured organic reaction records. Task: describe an organic reaction: reactants, conditions, products, and yield The reactants are BrC1=CC=C2C3=CC=C4C(=C3N(C2=C1)C(C)=O)C=CC=C4 (9-bromo-11-acetyl-11H-benzo[a]carbazole), C([O-])([O-])=O.[K+].[K+] (potassium carbonate), C(C)O (ethanol), C1(=CC=CC=C1)N1C(=NC2=C1C=CC=C2)C2=CC=C(C=C2)B(O)O (4-(1-phenyl-1H-benzo [d]imidazol-2-yl) phenylboronic acid). Reagents/catalysts: C=1C=CC(=CC1)[P](C=2C=CC=CC2)(C=3C=CC=CC3)[Pd]([P](C=4C=CC=CC4)(C=5C=CC=CC5)C=6C=CC=CC6)([P](C=7C=CC=CC7)(C=8C=CC=CC8)C=9C=CC=CC9)[P](C=1C=CC=CC1)(C=1C=CC=CC1)C=1C=CC=CC1 (tetrakis(triphenylphosphine)palladium). Run in C1(=CC=CC=C1)C (toluene). Product: C(C)(=O)N1C=2C3=C(C=CC2C=2C=CC=CC12)C=C(C=C3)C3=CC=C(C=C3)C3=NC1=C(N3C3=CC=CC=C3)C=CC=C1 (11-acetyl-3-[4-(1-phenyl-1H-benzo[d] imidazol-2-yl) phenyl]-11H-benzocarbazole). Reaction SMILES: Br[C:2]1[CH:14]=[C:13]2[C:5]([C:6]3[C:11]([N:12]2[C:15](=[O:17])[CH3:16])=[C:10]2[CH:18]=[CH:19][CH:20]=[CH:21][C:9]2=[CH:8][CH:7]=3)=[CH:4][CH:3]=1.[C:22]1([N:28]2[C:32]3[CH:33]=[CH:34][CH:35]=[CH:36][C:31]=3[N:30]=[C:29]2C2C=CC(B(O)O)=CC=2)[CH:27]=[CH:26][CH:25]=[CH:24][CH:23]=1.C(=O)([O-])[O-].[K+].[K+].[CH2:52](O)[CH3:53]>C1(C)C=CC=CC=1.C1C=CC([P]([Pd]([P](C2C=CC=CC=2)(C2C=CC=CC=2)C2C=CC=CC=2)([P](C2C=CC=CC=2)(C2C=CC=CC=2)C2C=CC=CC=2)[P](C2C=CC=CC=2)(C2C=CC=CC=2)C2C=CC=CC=2)(C2C=CC=CC=2)C2C=CC=CC=2)=CC=1>[C:15]([N:12]1[C:13]2[CH:14]=[CH:2][CH:3]=[CH:4][C:5]=2[C:6]2[CH:7]=[CH:8][C:9]3[CH:21]=[C:20]([C:53]4[CH:52]=[CH:4][C:3]([C:29]5[N:28]([C:22]6[CH:27]=[CH:26][CH:25]=[CH:24][CH:23]=6)[C:32]6[CH:33]=[CH:34][CH:35]=[CH:36][C:31]=6[N:30]=5)=[CH:2][CH:14]=4)[CH:19]=[CH:18][C:10]=3[C:11]1=2)(=[O:17])[CH3:16] |f:2.3.4,^1:65,67,86,105|. Procedure details: Following the above procedure, Suzuki coupling of 6.7 g of 9-bromo-11-acetyl-11H-benzo[a]carbazole and 14.0 g of 4-(1-phenyl-1H-benzo [d]imidazol-2-yl) phenylboronic acid were stirred together in 30 ml of toluene. To this was added 0.02 g of tetrakis(triphenylphosphine)palladium, 6.9 g of potassium carbonate and 10 ml of aqueous ethanol were added and refluxed under nitrogen for 6 h. The reaction was quenched with water and the toluene layer was removed and passed through a celite column. The or... Reactants: CCCNCCCOc1ccc(-c2ccc(C(=O)OCC)cc2)cc1-c1ccc2c(c1)C(C)(C)CCC2(C)C, [Na+], C1CCOC1, [OH-]. Yields the product CCCNCCCOc1ccc(-c2ccc(C(=O)O)cc2)cc1-c1ccc2c(c1)C(C)(C)CCC2(C)C. Reaction SMILES: [CH2:3]([CH2:4][CH3:5])[NH:6][CH2:7][CH2:8][CH2:9][O:10][c:11]1[c:12](-[c:28]2[cH:29][c:30]3[c:35]([cH:36][cH:37]2)[C:34]([CH3:38])([CH3:39])[CH2:33][CH2:32][C:31]3([CH3:40])[CH3:41])[cH:13][c:14](-[c:17]2[cH:18][cH:19][c:20]([C:23](=[O:24])[O:25][CH2:26][CH3:27])[cH:21][cH:22]2)[cH:15][cH:16]1.[Na+:2].[O:42]1[CH2:43][CH2:44][CH2:45][CH2:46]1.[OH-:1]>>[CH2:3]([CH2:4][CH3:5])[NH:6][CH2:7][CH2:8][CH2:9][O:10][c:11]1[c:12](-[c:28]2[cH:29][c:30]3[c:35]([cH:36][cH:37]2)[C:34]([CH3:38])([CH3:39])[CH2:33][CH2:32][C:31]3([CH3:40])[CH3:41])[cH:13][c:14](-[c:17]2[cH:18][cH:19][c:20]([C:23](=[O:24])[OH:25])[cH:21][cH:22]2)[cH:15][cH:16]1. Starting materials: [BH4-], CCO, CC(C)(C)c1onc(-c2ccc(Cl)cc2Cl)c1C(=O)c1cccnc1, [Na+], O. Product: CC(C)(C)c1onc(-c2ccc(Cl)cc2Cl)c1C(O)c1cccnc1. Reaction SMILES: [BH4-:26].[CH3:29][CH2:30][OH:31].[Cl:1][c:2]1[c:3](-[c:9]2[n:10][o:11][c:12]([C:22]([CH3:23])([CH3:24])[CH3:25])[c:13]2[C:14](=[O:15])[c:16]2[cH:17][n:18][cH:19][cH:20][cH:21]2)[cH:4][cH:5][c:6]([Cl:8])[cH:7]1.[Na+:27].[OH2:28]>>[Cl:1][c:2]1[c:3](-[c:9]2[n:10][o:11][c:12]([C:22]([CH3:23])([CH3:24])[CH3:25])[c:13]2[CH:14]([OH:15])[c:16]2[cH:17][n:18][cH:19][cH:20][cH:21]2)[cH:4][cH:5][c:6]([Cl:8])[cH:7]1. Reactants: CC1(CCN2C3=C(C=CC=C13)CN(CC2)C(=O)OC(C)(C)C)C (tert-butyl 8,8-dimethyl-3,4,7,8-tetrahydro-1H-[1,4]diazepino[6,7,1-ij]quinoline-2(6H)-carboxylate), FC(C(=O)O)(F)F (trifluoroacetic acid). The solvent is ClCCl (dichloromethane). Product: CC1(CCN2C3=C(C=CC=C13)CNCC2)C (8,8-dimethyl-2,3,4,6,7,8-hexahydro-1H-[1,4]diazepino[6,7,1-ij]quinoline). Isolated yield 72.4%. RXN SMILES: [CH3:1][C:2]1([CH3:23])[C:11]2[C:6]3=[C:7]([CH2:12][N:13](C(OC(C)(C)C)=O)[CH2:14][CH2:15][N:5]3[CH2:4][CH2:3]1)[CH:8]=[CH:9][CH:10]=2.FC(F)(F)C(O)=O>ClCCl>[CH3:1][C:2]1([CH3:23])[C:11]2[C:6]3=[C:7]([CH2:12][NH:13][CH2:14][CH2:15][N:5]3[CH2:4][CH2:3]1)[CH:8]=[CH:9][CH:10]=2. Procedure details: 287 mg (0.9 mmol) of tert-butyl 8,8-dimethyl-3,4,7,8-tetrahydro-1H-[1,4]diazepino[6,7,1-ij]quinoline-2(6H)-carboxylate of step 1.3 were dissolved in 5 mL of dichloromethane and treated with 2.5 mL of trifluoroacetic acid. The mixture was stirred over night at room temperature and then extracted once with water (10 mL). The organic phase was then extracted twice with a diluted solution of sodium hydroxide (10 mL each), dried over magnesium sulfate and concentrated in vacuo. The residue was purifi... Starting materials: [NH4+].[Cl-] (NH4Cl), CC(C)OC(N[C@@H]1C[C@@H](N(C2=CC=C(C=C12)C1=CC=C(C=C1)C=O)C(C)=O)C)=O (1-methylethyl[(2S,4R)-1-acetyl-6-(4-formylphenyl)-2-methyl-1,2,3,4-tetrahydro-4-quinolinyl]carbamate), C(C)(=O)O[BH-](OC(C)=O)OC(C)=O.[Na+] (sodium triacetoxyborohydride), intermediate 36, NC1CCN(CC1)C(=O)OC(C)(C)C (1,1-dimethylethyl 4-amino-1-piperidinecarboxylate). Solvent: O (water), ClCCl (dichloromethane). Run at time 45 minute. Product: C(C)(=O)N1[C@H](C[C@H](C2=CC(=CC=C12)C1=CC=C(C=C1)CNC1CCN(CC1)C(=O)OC(C)(C)C)NC(=O)OC(C)C)C (1,1-dimethylethyl 4-[({4-[(2S,4R)-1-acetyl-2-methyl-4-({[(1-methylethyl)oxy]carbonyl}amino)-1,2,3,4-tetrahydro-6-quinolinyl]phenyl}methyl)amino]-1-piperidinecarboxylate). The yield is 79.0%. RXN SMILES: [CH3:1][CH:2]([O:4][C:5](=[O:29])[NH:6][C@H:7]1[C:16]2[C:11](=[CH:12][CH:13]=[C:14]([C:17]3[CH:22]=[CH:21][C:20]([CH:23]=O)=[CH:19][CH:18]=3)[CH:15]=2)[N:10]([C:25](=[O:27])[CH3:26])[C@@H:9]([CH3:28])[CH2:8]1)[CH3:3].[NH2:30][CH:31]1[CH2:36][CH2:35][N:34]([C:37]([O:39][C:40]([CH3:43])([CH3:42])[CH3:41])=[O:38])[CH2:33][CH2:32]1.C(O[BH-](OC(=O)C)OC(=O)C)(=O)C.[Na+].[NH4+].[Cl-]>ClCCl.O>[C:25]([N:10]1[C:11]2[C:16](=[CH:15][C:14]([C:17]3[CH:22]=[CH:21][C:20]([CH2:23][NH:30][CH:31]4[CH2:32][CH2:33][N:34]([C:37]([O:39][C:40]([CH3:43])([CH3:42])[CH3:41])=[O:38])[CH2:35][CH2:36]4)=[CH:19][CH:18]=3)=[CH:13][CH:12]=2)[C@H:7]([NH:6][C:5]([O:4][CH:2]([CH3:3])[CH3:1])=[O:29])[CH2:8][C@@H:9]1[CH3:28])(=[O:27])[CH3:26] |f:2.3,4.5|. Procedure details: A mixture of 1-methylethyl[(2S,4R)-1-acetyl-6-(4-formylphenyl)-2-methyl-1,2,3,4-tetrahydro-4-quinolinyl]carbamate (for a preparation see intermediate 36) (500 mg, 1.268 mmol) and 1,1-dimethylethyl 4-amino-1-piperidinecarboxylate (400 mg, 1.997 mmol) in dichloromethane (DCM) (15 ml) was stirred 45 min at room temperature under nitrogen before being treated portionwise with sodium triacetoxyborohydride (457 mg, 2.155 mmol). The resulting mixture was stirred at room temperature for 20 h then treate...